From a dataset of the Open Reaction Database (ORD), a public repository of structured organic reaction records. describe an organic reaction: reactants, conditions, products, and yield Starting materials: CCc1ccc2nc(C)c(S(N)(=O)=O)n2n1, C1CCC2=NCCCN2CC1, COc1cc(OC)nc(NC(=O)Oc2ccccc2)n1, CC#N, Cl. Yields the product CCc1ccc2nc(C)c(S(=O)(=O)NC(=O)Nc3nc(OC)cc(OC)n3)n2n1. As a reaction SMILES: [CH2:1]([CH3:2])[c:3]1[cH:4][cH:5][c:6]2[n:7]([n:8]1)[c:9]([S:13](=[O:14])(=[O:15])[NH2:16])[c:10]([CH3:12])[n:11]2.[CH2:37]1[CH2:38][CH2:39][C:40]2=[N:45][CH2:44][CH2:43][CH2:42][N:41]2[CH2:46][CH2:47]1.[CH3:17][O:18][c:19]1[n:20][c:21]([NH:27][C:28]([O:29][c:31]2[cH:32][cH:33][cH:34][cH:35][cH:36]2)=[O:30])[n:22][c:23]([O:25][CH3:26])[cH:24]1.[CH3:49][C:50]#[N:51].[ClH:48]>>[CH2:1]([CH3:2])[c:3]1[cH:4][cH:5][c:6]2[n:7]([n:8]1)[c:9]([S:13](=[O:14])(=[O:15])[NH:16][C:28]([NH:27][c:21]1[n:20][c:19]([O:18][CH3:17])[cH:24][c:23]([O:25][CH3:26])[n:22]1)=[O:29])[c:10]([CH3:12])[n:11]2. Reactants: C(C1=CC=CC=C1)OCC(C(=O)NC(CC(=O)OCC)C1=CC(=CC(=C1)Cl)Cl)NC(=O)OCCNC1=NC(=CC=C1)C (ethyl 3-{3-benzyloxy-2-[2-(6-methylpyridin-2-ylamino)ethoxycarbonylamino]propanoylamino}-3-(3,5-dichlorophenyl)propionate), C(C)O (ethanol), [OH-].[Na+] (sodium hydroxide). Solvent: C(C)(=O)O (acetic acid). The product is C(C1=CC=CC=C1)OCC(C(=O)NC(CC(=O)O)C1=CC(=CC(=C1)Cl)Cl)NC(=O)OCCNC1=NC(=CC=C1)C (3-{3-benzyloxy-2-[2-(6-methylpyridin-2-ylamino)ethoxycarbonylamino]propanoylamino}-3-(3,5-dichlorophenyl)propionic acid). RXN SMILES: [CH2:1]([O:8][CH2:9][CH:10]([NH:29][C:30]([O:32][CH2:33][CH2:34][NH:35][C:36]1[CH:41]=[CH:40][CH:39]=[C:38]([CH3:42])[N:37]=1)=[O:31])[C:11]([NH:13][CH:14]([C:21]1[CH:26]=[C:25]([Cl:27])[CH:24]=[C:23]([Cl:28])[CH:22]=1)[CH2:15][C:16]([O:18]CC)=[O:17])=[O:12])[C:2]1[CH:7]=[CH:6][CH:5]=[CH:4][CH:3]=1.C(O)C.[OH-].[Na+]>C(O)(=O)C>[CH2:1]([O:8][CH2:9][CH:10]([NH:29][C:30]([O:32][CH2:33][CH2:34][NH:35][C:36]1[CH:41]=[CH:40][CH:39]=[C:38]([CH3:42])[N:37]=1)=[O:31])[C:11]([NH:13][CH:14]([C:21]1[CH:26]=[C:25]([Cl:27])[CH:24]=[C:23]([Cl:28])[CH:22]=1)[CH2:15][C:16]([OH:18])=[O:17])=[O:12])[C:2]1[CH:7]=[CH:6][CH:5]=[CH:4][CH:3]=1 |f:2.3|. Procedure: 50.00 mg of ethyl 3-{3-benzyloxy-2-[2-(6-methylpyridin-2-ylamino)ethoxycarbonylamino]propanoylamino}-3-(3,5-dichlorophenyl)propionate are reacted with 2 ml of ethanol and 0.50 ml of 1 molar sodium hydroxide solution for 2 hours with stirring, acidified using 0.5 ml of glacial acetic acid and evaporated to dryness, giving 3-{3-benzyloxy-2-[2-(6-methylpyridin-2-ylamino)ethoxycarbonylamino]propanoylamino}-3-(3,5-dichlorophenyl)propionic acid. Starting materials: CI, [H-], [Na+], CN(C)C=O, CON(C)C(=O)CCCCO. Yields the product COCCCCC(=O)N(C)OC. RXN SMILES: [CH3:14][I:15].[H-:1].[Na+:2].[O:16]=[CH:17][N:18]([CH3:19])[CH3:20].[OH:3][CH2:4][CH2:5][CH2:6][CH2:7][C:8](=[O:9])[N:10]([CH3:11])[O:12][CH3:13]>>[O:3]([CH2:4][CH2:5][CH2:6][CH2:7][C:8](=[O:9])[N:10]([CH3:11])[O:12][CH3:13])[CH3:14]. Reactants: C(C)OC(=O)C=1C=NC2=CC=C(N=C2C1Cl)F (Ethyl-4-chloro-6-fluoro-[1,5]naphthyridine-3-carboxylate), C1(=CC=CC=C1)NN (phenyl hydrazine). Run in C(C)N(CC)CC (triethylamine). Run at temperature 135 celsius. Yields the product FC1=NC=2C=3C(=CNC2C=C1)C(N(N3)C3=CC=CC=C3)=O (8-Fluoro-2-phenyl-2,5-dihydro-pyrazolo[4,3-c][1,5]naphthyridin-3-one). Yield: 85.0%. As a reaction SMILES: C(O[C:4]([C:6]1[CH:7]=[N:8][C:9]2[C:14]([C:15]=1Cl)=[N:13][C:12]([F:17])=[CH:11][CH:10]=2)=[O:5])C.[C:18]1([NH:24][NH2:25])[CH:23]=[CH:22][CH:21]=[CH:20][CH:19]=1>C(N(CC)CC)C>[F:17][C:12]1[CH:11]=[CH:10][C:9]2[NH:8][CH:7]=[C:6]3[C:4](=[O:5])[N:24]([C:18]4[CH:23]=[CH:22][CH:21]=[CH:20][CH:19]=4)[N:25]=[C:15]3[C:14]=2[N:13]=1. Reported procedure: In a vial were added 4a, phenyl hydrazine and triethylamine. The vial was sealed and heated to 135° C. for 12 hours. The product was collected by filtration and was washed with methanol in 85% yield. 1H-NMR (DMSO-d6) δ (ppm): 7.18 (1H, dd, J=7.41, 7.14 Hz), 7.50 (3H, m), 8.26 (3H, m), 8.81 (1H, s). m/z 281.3 (MH+). Yield: 82.2%. As a reaction SMILES: [Br:1][C:2]1[CH:3]=[C:4]([NH:10][C:11](=[O:17])[O:12][C:13]([CH3:16])([CH3:15])[CH3:14])[CH:5]=[C:6]([CH2:8][OH:9])[CH:7]=1>ClCCCl.[O-2].[Mn+4].[O-2]>[Br:1][C:2]1[CH:3]=[C:4]([NH:10][C:11](=[O:17])[O:12][C:13]([CH3:15])([CH3:14])[CH3:16])[CH:5]=[C:6]([CH:8]=[O:9])[CH:7]=1 |f:2.3.4|. The reactants are BrC=1C=C(C=C(C1)CO)NC(OC(C)(C)C)=O (tert-butyl [3-bromo-5-(hydroxymethyl)phenyl]carbamate). Conditions: temperature 80 celsius, time 16 hour. Run in ClCCCl (1,2-dichloroethane). Procedure: A solution of tert-butyl [3-bromo-5-(hydroxymethyl)phenyl]carbamate (13.3 g, 44.2 mmol) and manganese(IV) oxide (19.2 g, 221 mmol) in 1,2-dichloroethane (88 mL) was stirred at 80° C. for 3 h. The reaction mixture was treated with additional manganese(IV) oxide (11.5 g, 132 mmol) and stirred at 80° C. for 16 h. The reaction mixture was filtered over celite (2×) and washed with dichloromethane. The filtrate was concentrated to give the desired product (10.9 g, 82% for 2 steps) as a white solid. LC... Reagents/catalysts: [O-2].[Mn+4].[O-2] (manganese(IV) oxide), [O-2].[Mn+4].[O-2] (manganese(IV) oxide). Product: BrC=1C=C(C=C(C1)C=O)NC(OC(C)(C)C)=O (tert-Butyl (3-bromo-5-formylphenyl)carbamate).